From a dataset of the Open Reaction Database (ORD), a public repository of structured organic reaction records. describe an organic reaction: reactants, conditions, products, and yield The reactants are NC1=CN=C(C(=N1)C#N)C1=C(C=C(C=C1)B1OC(C(O1)(C)C)(C)C)F (6-amino-3-(2-fluoro-4-(4,4,5,5-tetramethyl-1,3,2-dioxaborolan-2-yl)phenyl)pyrazine-2-carbonitrile), BrC1=C(C=C(C=C1)C(F)(F)F)S(=O)(=O)NCC (2-bromo-N-ethyl-5-(trifluoromethyl)benzenesulfonamide). Product: NC=1N=C(C(=NC1)C1=C(C=C(C=C1)C=1C(=CC(=CC1)C(F)(F)F)S(=O)(=O)NCC)F)C#N (4′-(5-Amino-3-cyanopyrazin-2-yl)-N-ethyl-3′-fluoro-4-(trifluoromethyl)-[1,1′-biphenyl]-2-sulfonamide). As a reaction SMILES: [NH2:1][C:2]1[N:7]=[C:6]([C:8]#[N:9])[C:5]([C:10]2[CH:15]=[CH:14][C:13](B3OC(C)(C)C(C)(C)O3)=[CH:12][C:11]=2[F:25])=[N:4][CH:3]=1.Br[C:27]1[CH:32]=[CH:31][C:30]([C:33]([F:36])([F:35])[F:34])=[CH:29][C:28]=1[S:37]([NH:40][CH2:41][CH3:42])(=[O:39])=[O:38]>>[NH2:1][C:2]1[N:7]=[C:6]([C:8]#[N:9])[C:5]([C:10]2[CH:15]=[CH:14][C:13]([C:27]3[C:28]([S:37]([NH:40][CH2:41][CH3:42])(=[O:39])=[O:38])=[CH:29][C:30]([C:33]([F:36])([F:34])[F:35])=[CH:31][CH:32]=3)=[CH:12][C:11]=2[F:25])=[N:4][CH:3]=1. Procedure: The title compound was prepared using conditions analogous to those used to make Example 6 utilizing 6-amino-3-(2-fluoro-4-(4,4,5,5-tetramethyl-1,3,2-dioxaborolan-2-yl)phenyl)pyrazine-2-carbonitrile and 2-bromo-N-ethyl-5-(trifluoromethyl)benzenesulfonamide. MS (ESI): mass calcd. for C20H15F4N5O2S, 465.09; m/z found, 465.8 [M+H]+. 1H NMR (600 MHz, DMSO-δ6) δ 8.26 (s, 2H), 8.11-8.07 (m, 1H), 7.87-7.81 (m, 1H), 7.72 (d, J=7.9, 1H), 7.69-7.63 (m, 1H), 7.45 (dd, J=10.8, 1.7, 1H), 7.43-7.36 (m, 3H), 2... The reactants are C1(=CC=CC=C1)P(C1=CC=CC=C1)C1=CC=CC=C1 (triphenylphosphine), FC=1C=C(C#N)C=C(C1)O (3-fluoro-5-hydroxybenzonitrile), FC1CN(CCC1O)CC(CC#N)N1N=CC(=C1)C=1C2=C(N=CN1)N(C=C2)COCC[Si](C)(C)C (4-(3-fluoro-4-hydroxypiperidin-1-yl)-3-[4-(7-{[2-(trimethylsilyl)ethoxy]methyl}-7H-pyrrolo[2,3-d]pyrimidin-4-yl)-1H-pyrazol-1-yl]butanenitrile), C1(=CC=CC=C1)P(C1=CC=CC=C1)C1=CC=CC=C1 (triphenylphosphine), C1=CC=C(C=C1)COC(=O)/N=N/C(=O)OCC2=CC=CC=C2 (DBAD), N(=NC(=O)OC(C)(C)C)C(=O)OC(C)(C)C (di-tert-butyl azodicarboxylate). Solvent: C(Cl)Cl (methylene chloride), C(Cl)Cl (methylene chloride). Reaction conditions: time 15 minute. Yields the product C(#N)CC(CN1CC(C(CC1)OC=1C=C(C#N)C=C(C1)F)F)N1N=CC(=C1)C=1C2=C(N=CN1)NC=C2 (3-[(1-{3-Cyano-2-[4-(7H-pyrrolo[2,3-d]pyrimidin-4-yl)-1H-pyrazol-1-yl]propyl}-3-fluoropiperidin-4-yl)oxy]-5-fluorobenzonitrile). Isolated yield 37.2%. Reaction SMILES: C1(P(C2C=CC=CC=2)C2C=CC=CC=2)C=CC=CC=1.[F:20][C:21]1[CH:22]=[C:23]([CH:26]=[C:27]([OH:29])[CH:28]=1)[C:24]#[N:25].N(C(OC(C)(C)C)=O)=NC(OC(C)(C)C)=O.[F:46][CH:47]1[CH:52](O)[CH2:51][CH2:50][N:49]([CH2:54][CH:55]([N:59]2[CH:63]=[C:62]([C:64]3[C:65]4[CH:72]=[CH:71][N:70](COCC[Si](C)(C)C)[C:66]=4[N:67]=[CH:68][N:69]=3)[CH:61]=[N:60]2)[CH2:56][C:57]#[N:58])[CH2:48]1.C1C=CC(COC(/N=N/C(OCC2C=CC=CC=2)=O)=O)=CC=1>C(Cl)Cl>[C:57]([CH2:56][CH:55]([N:59]1[CH:63]=[C:62]([C:64]2[C:65]3[CH:72]=[CH:71][NH:70][C:66]=3[N:67]=[CH:68][N:69]=2)[CH:61]=[N:60]1)[CH2:54][N:49]1[CH2:50][CH2:51][CH:52]([O:29][C:27]2[CH:26]=[C:23]([CH:22]=[C:21]([F:20])[CH:28]=2)[C:24]#[N:25])[CH:47]([F:46])[CH2:48]1)#[N:58]. Reported procedure: To a mixture of resin of triphenylphosphine (63.8 mg, 0.133 mmol) and 3-fluoro-5-hydroxybenzonitrile (12.5 mg, 0.0910 mmol) in methylene chloride (0.6 mL) was added di-tert-butyl azodicarboxylate (22.3 mg, 0.0970 mmol) (DBAD). The mixture was stirred for 15 minutes before adding a solution of 4-(3-fluoro-4-hydroxypiperidin-1-yl)-3-[4-(7-{[2-(trimethylsilyl)ethoxy]methyl}-7H-pyrrolo[2,3-d]pyrimidin-4-yl)-1H-pyrazol-1-yl]butanenitrile (30.3 mg, 0.0606 mmol) (diastereomer 2) in methylene chloride (... Reactants: [Na] (Sodium), C(CCCO)O (butane-1,4-diol), BrCCCCCCCCCCCCC (1-bromotridecane). Conditions: temperature 150 celsius, time 5 hour. The product is C(CCCCCCCCCCCC)OCCCCO (4-tridecyloxybutanol). RXN SMILES: [Na].[CH2:2]([OH:7])[CH2:3][CH2:4][CH2:5][OH:6].Br[CH2:9][CH2:10][CH2:11][CH2:12][CH2:13][CH2:14][CH2:15][CH2:16][CH2:17][CH2:18][CH2:19][CH2:20][CH3:21]>>[CH2:21]([O:6][CH2:5][CH2:4][CH2:3][CH2:2][OH:7])[CH2:20][CH2:19][CH2:18][CH2:17][CH2:16][CH2:15][CH2:14][CH2:13][CH2:12][CH2:11][CH2:10][CH3:9] |^1:0|. Procedure: 2.3 g. Sodium are dissolved by warming in 44 ml. butane-1,4-diol, 38 ml. 1-bromotridecane are added thereto and the reaction mixture is stirred for 5 hours at a bath temperature of 150° C. After cooling, extraction is carried out with a mixture of diethyl ether-ligroin (1:2 v/v), the extract is evaporated and the residue is purified on a silica gel column by elution with ligroin which is subsequently replaced by diethyl ether-ligroin (1:1 v/v). The desired fractions are collected and evaporated.... The reactants are CNCC1=C(C2=C(S1)C=CC=C2)C (methyl-(3-methyl-benzo[b]thiophen-2-ylmethyl)amine), Cl.CN1CC(NC2=C(C1)C=C(C=N2)/C=C/C(=O)O)=O ((E)-3-(4-methyl-2-oxo-2,3,4,5-tetrahydro-1H-pyrido[2,3-e][1,4]diazepin-7-yl)acrylic acid hydrochloride), CNCC1=C(C2=CC=CC=C2C=C1)CCC (methyl-(1-propyl-naphthalen-2-ylmethyl)amine), Cl.N1(CCOCC1)CCN1CC(NC2=C(C1)C=C(C=N2)/C=C/C(=O)O)=O ((E)-3-[4-(2-morpholin-4-yl-ethyl)-2-oxo-2,3,4,5-tetrahydro-1H-pyrido[2,3-e][1,4]diazepin-7-yl]acrylic acid hydrochloride). Product: Cl.CN(C(\C=C\C1=CC2=C(NC(CN(C2)CCN2CCOCC2)=O)N=C1)=O)CC1=C(C2=C(S1)C=CC=C2)C ((E)-N-Methyl-N-(3-methyl-benzo[b]thiophen-2-ylmethyl)-3-[4-(2-morpholin-4-yl-ethyl)-2-oxo-2,3,4,5-tetrahydro-1H-pyrido[2,3-e][1,4]diazepin-7-yl]acrylamide hydrochloride). Isolated yield 74.0%. Reaction SMILES: [CH3:1][NH:2][CH2:3][C:4]1[S:8][C:7]2[CH:9]=[CH:10][CH:11]=[CH:12][C:6]=2[C:5]=1[CH3:13].CNCC1C=CC2C(=CC=CC=2)C=1CCC.[ClH:30].[N:31]1([CH2:37][CH2:38][N:39]2[CH2:45][C:44]3[CH:46]=[C:47](/[CH:50]=[CH:51]/[C:52](O)=[O:53])[CH:48]=[N:49][C:43]=3[NH:42][C:41](=[O:55])[CH2:40]2)[CH2:36][CH2:35][O:34][CH2:33][CH2:32]1.Cl.CN1CC2C=C(/C=C/C(O)=O)C=NC=2NC(=O)C1>>[ClH:30].[CH3:1][N:2]([CH2:3][C:4]1[S:8][C:7]2[CH:9]=[CH:10][CH:11]=[CH:12][C:6]=2[C:5]=1[CH3:13])[C:52](=[O:53])/[CH:51]=[CH:50]/[C:47]1[CH:48]=[N:49][C:43]2[NH:42][C:41](=[O:55])[CH2:40][N:39]([CH2:38][CH2:37][N:31]3[CH2:32][CH2:33][O:34][CH2:35][CH2:36]3)[CH2:45][C:44]=2[CH:46]=1 |f:2.3,4.5,6.7|. Reported procedure: According to the procedure of Example 1, except substituting methyl-(3-methyl-benzo[b]thiophen-2-ylmethyl)amine for the methyl-(1-propyl-naphthalen-2-ylmethyl)amine, and substituting (E)-3-[4-(2-morpholin-4-yl-ethyl)-2-oxo-2,3,4,5-tetrahydro-1H-pyrido[2,3-e][1,4]diazepin-7-yl]acrylic acid hydrochloride for the (E)-3-(4-methyl-2-oxo-2,3,4,5-tetrahydro-1H-pyrido[2,3-e][1,4]diazepin-7-yl)acrylic acid hydrochloride, the title compound (90 mg, 74%) was prepared as a tan solid: 1H NMR (300 MHz, DMSO-d...